This data is from the Open Reaction Database (ORD), a public repository of structured organic reaction records. The task is: describe an organic reaction: reactants, conditions, products, and yield The reactants are Oc1cc(F)ccc1Br, O=C([O-])[O-], C#CCBr, CN(C)C=O, [K+], [K+], O. Yields the product C#CCOc1cc(F)ccc1Br. RXN SMILES: [Br:1][c:2]1[c:3]([OH:9])[cH:4][c:5]([F:8])[cH:6][cH:7]1.[C:10](=[O:11])([O-:12])[O-:13].[CH2:21]([C:22]#[CH:23])[Br:24].[CH3:16][N:17]([CH3:18])[CH:19]=[O:20].[K+:14].[K+:15].[OH2:25]>>[Br:1][c:2]1[c:3]([O:9][CH2:23][C:22]#[CH:21])[cH:4][c:5]([F:8])[cH:6][cH:7]1. The reactants are FC(C1=C(NC=C1)C(=O)OC)(F)F (methyl 3-(trifluoromethyl)-1H-pyrrole-2-carboxylate), ClC1=CC=C(C=C1)B(O)O (4-chlorophenylboronic acid), 4A, N1=CC=CC=C1 (pyridine). The reagents and catalysts are CC(=O)[O-].CC(=O)[O-].[Cu+2] (Cu(OAc)2). Solvent: C(Cl)Cl (DCM). Conditions: time 2 day. Product: ClC1=CC=C(C=C1)N1C(=C(C=C1)C(F)(F)F)C(=O)OC (methyl 1-(4-chlorophenyl)-3-(trifluoromethyl)-1H-pyrrole-2-carboxylate). RXN SMILES: [F:1][C:2]([F:13])([F:12])[C:3]1[CH:7]=[CH:6][NH:5][C:4]=1[C:8]([O:10][CH3:11])=[O:9].[Cl:14][C:15]1[CH:20]=[CH:19][C:18](B(O)O)=[CH:17][CH:16]=1.N1C=CC=CC=1>C(Cl)Cl.CC([O-])=O.CC([O-])=O.[Cu+2]>[Cl:14][C:15]1[CH:20]=[CH:19][C:18]([N:5]2[CH:6]=[CH:7][C:3]([C:2]([F:1])([F:12])[F:13])=[C:4]2[C:8]([O:10][CH3:11])=[O:9])=[CH:17][CH:16]=1 |f:4.5.6|. Procedure details: A suspension of the product prepared in Step B (1160 mg, 6.0 mmol, 1 eq), 4-chlorophenylboronic acid (2.9 g, 18.0 mmol, 1 eq), Cu(OAc)2 (2.18 g, 12.0 mmol, 2 eq), 4A molecular sieves (3 g), pyridine (1.94 mL, 4.0 mmol, 4 eq) in DCM (40 mL) was stirred at room temperature for 2 days. The resulting suspension was filtered through CELITE, washed with DCM, and concentrated. The resulting residue was dry packed and purified by flash chromatography (120 g column) eluting with 4 to 8% EtOAc/heptane to ... The reactants are CC1CN(C(=O)OC(C)(C)C)CCN1c1nnc(-c2ccccc2)c2cccnc12, O=C(O)C(F)(F)F. The product is CC1CNCCN1c1nnc(-c2ccccc2)c2cccnc12. Reaction SMILES: [CH3:1][CH:2]1[CH2:3][N:4]([C:24]([O:25][C:26]([CH3:27])([CH3:28])[CH3:29])=[O:30])[CH2:5][CH2:6][N:7]1[c:8]1[c:9]2[c:10]([c:11](-[c:14]3[cH:15][cH:16][cH:17][cH:18][cH:19]3)[n:12][n:13]1)[cH:20][cH:21][cH:22][n:23]2.[OH:31][C:32]([C:33]([F:34])([F:35])[F:36])=[O:37]>>[CH3:1][CH:2]1[CH2:3][NH:4][CH2:5][CH2:6][N:7]1[c:8]1[c:9]2[c:10]([c:11](-[c:14]3[cH:15][cH:16][cH:17][cH:18][cH:19]3)[n:12][n:13]1)[cH:20][cH:21][cH:22][n:23]2. The yield is 65.8%. Solvent: C(C)#N (acetonitrile). Conditions: temperature 80 celsius, time 12 hour. Reactants: C(C)N(CC)CC1=C(C=C(S1)C1=NC(=NO1)C1=CC(=C(C(=C1)C)O)CC)C (4-[5-(5-diethylaminomethyl-4-methyl-thiophen-2-yl)-[1,2,4]oxadiazol-3-yl]-2-ethyl-6-methyl-phenol), C(=O)([O-])[O-].[K+].[K+] (K2CO3), C(=O)(OC(C)(C)C)NCCBr (2-(Boc-amino)-ethylbromide). As a reaction SMILES: [CH2:1]([N:3]([CH2:6][C:7]1[S:11][C:10]([C:12]2[O:16][N:15]=[C:14]([C:17]3[CH:22]=[C:21]([CH3:23])[C:20]([OH:24])=[C:19]([CH2:25][CH3:26])[CH:18]=3)[N:13]=2)=[CH:9][C:8]=1[CH3:27])[CH2:4][CH3:5])[CH3:2].C([O-])([O-])=O.[K+].[K+].C([NH:41][CH2:42][CH2:43]Br)(OC(C)(C)C)=O>C(#N)C>[CH2:1]([N:3]([CH2:6][C:7]1[S:11][C:10]([C:12]2[O:16][N:15]=[C:14]([C:17]3[CH:22]=[C:21]([CH3:23])[C:20]([O:24][CH2:43][CH2:42][NH2:41])=[C:19]([CH2:25][CH3:26])[CH:18]=3)[N:13]=2)=[CH:9][C:8]=1[CH3:27])[CH2:4][CH3:5])[CH3:2] |f:1.2.3|. The product is C(C)N(CC)CC1=C(C=C(S1)C1=NC(=NO1)C1=CC(=C(OCCN)C(=C1)C)CC)C (2-{4-[5-(5-Diethylaminomethyl-4-methyl-thiophen-2-yl)-[1,2,4]oxadiazol-3-yl]-2-ethyl-6-methyl-phenoxy}-ethylamine). Reported procedure: To a mixture of 4-[5-(5-diethylaminomethyl-4-methyl-thiophen-2-yl)-[1,2,4]oxadiazol-3-yl]-2-ethyl-6-methyl-phenol (700 mg, 1.82 mmol) and K2CO3 (760 mg, 5.45 mmol) in acetonitrile (14 mL), 2-(Boc-amino)-ethylbromide (839 mg, 3.63 mmol) is added. The mixture is stirred at 80° C. for 12 h. The mixture is filtered and the filtrate is concentrated. The residue is dissolved in DCM (10 mL) and treated with TFA (1.4 mL). The mixture is stirred at rt for 19 h before another portion of TFA (0.7 mL) is ad...